This data is from the Open Reaction Database (ORD), a public repository of structured organic reaction records. The task is: describe an organic reaction: reactants, conditions, products, and yield The reactants are C(C)N1CCN(CC2=C1C=C(C=C2)N)CC (1,4-Diethyl-2,3,4,5-tetrahydro-1H-benzo[e][1,4]diazepin-8-ylamine), ClC1=NC=C(C(=N1)NC1=C(C=CC=C1)C=1N(C=CN1)C)Cl ((2,5-Dichloro-pyrimidin-4-yl)-[2-(1-methyl-1H-imidazol-2-yl)-phenyl]-amine). Yields the product ClC=1C(=NC(=NC1)NC=1C=CC2=C(N(CCN(C2)CC)CC)C1)NC1=C(C=CC=C1)C=1N(C=CN1)C (5-Chloro-N*2*-(1,4-diethyl-2,3,4,5-tetrahydro-1H-benzo[e][1,4]diazepin-8-yl)-N*4*-[2-(1-methyl-1H-imidazol-2-yl)-phenyl]-pyrimidine-2,4-diamine), solid. The yield is 22.0%. Reaction SMILES: [CH2:1]([N:3]1[C:9]2[CH:10]=[C:11]([NH2:14])[CH:12]=[CH:13][C:8]=2[CH2:7][N:6]([CH2:15][CH3:16])[CH2:5][CH2:4]1)[CH3:2].Cl[C:18]1[N:23]=[C:22]([NH:24][C:25]2[CH:30]=[CH:29][CH:28]=[CH:27][C:26]=2[C:31]2[N:32]([CH3:36])[CH:33]=[CH:34][N:35]=2)[C:21]([Cl:37])=[CH:20][N:19]=1>>[Cl:37][C:21]1[C:22]([NH:24][C:25]2[CH:30]=[CH:29][CH:28]=[CH:27][C:26]=2[C:31]2[N:32]([CH3:36])[CH:33]=[CH:34][N:35]=2)=[N:23][C:18]([NH:14][C:11]2[CH:12]=[CH:13][C:8]3[CH2:7][N:6]([CH2:15][CH3:16])[CH2:5][CH2:4][N:3]([CH2:1][CH3:2])[C:9]=3[CH:10]=2)=[N:19][CH:20]=1. Procedure: The title compound was prepared from 1,4-Diethyl-2,3,4,5-tetrahydro-1H-benzo[e][1,4]diazepin-8-ylamine and (2,5-Dichloro-pyrimidin-4-yl)-[2-(1-methyl-1H-imidazol-2-yl)-phenyl]-amine in a analogous manner to example 712. Product was isolated as a pink solid (0.122 g, 22%); Mp 58-62° C.; LCMS (m/e) 503 (M); 1H-NMR (DMSO, 400 MHz) δ 11.09 (s, 1H), 9.26 (s, 1H), 8.6-6.61 (d, 1H), 8.15 (s, 1H), 7.65-7.63 (d, 1H, J=7.83 Hz), 7.43-7.39 (t, 1H, J=7.58 Hz), 7.37 (s, 1H), 7.24-7.20 (t, 1H, J=7.83 Hz), 7.1... Starting materials: CC1=CC=C(C=C1)S(=O)(=O)NC (4,N-Dimethylbenzenesulphonamide), C(C)OC(CCCCCCCBr)=O (ethyl-8-bromooctanoate), [H-].[Na+] (sodium hydride). The solvent is CN(C)C=O (DMF). The product is C(C)OC(CCCCCCCN(S(=O)(=O)C1=CC=C(C=C1)C)C)=O (8-[Methyl-(toluene-4-sulfonyl)-amino]-octanoic acid ethyl ester). RXN SMILES: [CH3:1][C:2]1[CH:7]=[CH:6][C:5]([S:8]([NH:11][CH3:12])(=[O:10])=[O:9])=[CH:4][CH:3]=1.[CH2:13]([O:15][C:16](=[O:25])[CH2:17][CH2:18][CH2:19][CH2:20][CH2:21][CH2:22][CH2:23]Br)[CH3:14].[H-].[Na+]>CN(C=O)C>[CH2:13]([O:15][C:16](=[O:25])[CH2:17][CH2:18][CH2:19][CH2:20][CH2:21][CH2:22][CH2:23][N:11]([CH3:12])[S:8]([C:5]1[CH:6]=[CH:7][C:2]([CH3:1])=[CH:3][CH:4]=1)(=[O:10])=[O:9])[CH3:14] |f:2.3|. Reported procedure: 4,N-Dimethylbenzenesulphonamide was reacted with ethyl-8-bromooctanoate in DMF under the influence of sodium hydride to obtain 8-[Methyl-(toluene-4-sulfonyl)-amino]-octanoic acid ethyl ester Reactants: ClC1=NC=NC2=CC(=CC(=C12)OC1CCN(CC1)C)OC (4-chloro-7-methoxy-5-(N-methylpiperidin-4-yloxy)quinazoline), ClC1=C2C=CC=C(C2=CC=C1)N (5-chloro-1-naphthylamine), Cl (hydrogen chloride). The solvent is C(C)(C)O (isopropanol), C(C)(C)O (isopropanol). Yields the product Cl.Cl.ClC1=C2C=CC=C(C2=CC=C1)NC1=NC=NC2=CC(=CC(=C12)OC1CCN(CC1)C)OC (4-(5-chloronaphth-1-ylamino)-7-methoxy-5-(N-methylpiperidin-4-yloxy)quinazoline dihydrochloride). The yield is 159.7%. As a reaction SMILES: [Cl:1][C:2]1[C:11]2[C:6](=[CH:7][C:8]([O:20][CH3:21])=[CH:9][C:10]=2[O:12][CH:13]2[CH2:18][CH2:17][N:16]([CH3:19])[CH2:15][CH2:14]2)[N:5]=[CH:4][N:3]=1.[Cl:22][C:23]1[CH:32]=[CH:31][CH:30]=[C:29]2[C:24]=1[CH:25]=[CH:26][CH:27]=[C:28]2[NH2:33].Cl>C(O)(C)C>[ClH:1].[ClH:22].[Cl:22][C:23]1[CH:32]=[CH:31][CH:30]=[C:29]2[C:24]=1[CH:25]=[CH:26][CH:27]=[C:28]2[NH:33][C:2]1[C:11]2[C:6](=[CH:7][C:8]([O:20][CH3:21])=[CH:9][C:10]=2[O:12][CH:13]2[CH2:18][CH2:17][N:16]([CH3:19])[CH2:15][CH2:14]2)[N:5]=[CH:4][N:3]=1 |f:4.5.6|. Procedure: A mixture of 4-chloro-7-methoxy-5-(N-methylpiperidin-4-yloxy)quinazoline (0.08 g), 5-chloro-1-naphthylamine (0.055 g), 6.2M hydrogen chloride in isopropanol (0.044 ml) and isopropanol (3 ml) was stirred and heated to reflux for 2 hours. The mixture was cooled to ambient temperature and the precipitate was isolated, washed with diethyl ether and dried under vacuum. There was thus obtained the title compound (0.129 g), a portion of which was treated with a saturated methanolic ammonia solution. Th...